Task: describe an organic reaction: reactants, conditions, products, and yield. Dataset: the Open Reaction Database (ORD), a public repository of structured organic reaction records Reactants: OCc1ccc(Br)nc1, CS(=O)(=O)Cl, CCN(C(C)C)C(C)C, [Cl-], ClCCl, [NH4+], O. RXN SMILES: [Br:1][c:2]1[cH:3][cH:4][c:5]([CH2:8][OH:9])[cH:6][n:7]1.[CH3:19][S:20]([Cl:21])(=[O:22])=[O:23].[CH:10]([N:11]([CH2:12][CH3:13])[CH:14]([CH3:15])[CH3:16])([CH3:17])[CH3:18].[Cl-:24].[Cl:26][CH2:27][Cl:28].[NH4+:25].[OH2:29]>>[Br:1][c:2]1[cH:3][cH:4][c:5]([CH2:8][O:9][S:20]([CH3:19])(=[O:22])=[O:23])[cH:6][n:7]1. The product is CS(=O)(=O)OCc1ccc(Br)nc1. Starting materials: C(=O)(O)[O-].[Na+] (NaHCO3), C(C)(C)OC(C)C (diisopropylether), Cl.NC(C(C1=CC=C(C=C1)O)C1=CC=C(C=C1)O)C ((+/-)-4,4'-(2-Aminopropylidene)bisphenol hydrochloride), C(C1=CC=CC=C1)(=O)Cl (benzoyl chloride). Run in O (water), C1CCOC1 (THF), C(Cl)(Cl)Cl (chloroform), C1CCOC1 (THF). Run at time 5 day. Yields the product OC1=CC=C(C=C1)C(C(C)NC(C1=CC=CC=C1)=O)C1=CC=C(C=C1)O (N-[2,2-Bis-(4-hydroxyphenyl)-1-methylethyl]benzamide). Yield: 80.9%. RXN SMILES: Cl.[NH2:2][CH:3]([CH3:19])[CH:4]([C:12]1[CH:17]=[CH:16][C:15]([OH:18])=[CH:14][CH:13]=1)[C:5]1[CH:10]=[CH:9][C:8]([OH:11])=[CH:7][CH:6]=1.C([O-])(O)=O.[Na+].[C:25](Cl)(=[O:32])[C:26]1[CH:31]=[CH:30][CH:29]=[CH:28][CH:27]=1.C(OC(C)C)(C)C>C(Cl)(Cl)Cl.C1COCC1.O>[OH:18][C:15]1[CH:16]=[CH:17][C:12]([CH:4]([C:5]2[CH:6]=[CH:7][C:8]([OH:11])=[CH:9][CH:10]=2)[CH:3]([NH:2][C:25](=[O:32])[C:26]2[CH:31]=[CH:30][CH:29]=[CH:28][CH:27]=2)[CH3:19])=[CH:13][CH:14]=1 |f:0.1,2.3|. Reported procedure: The product from Example 12 (5.00 g, 17.0 mmol) was dissolved in chloroform (70 mL), THF (30 mL), and 50 mL saturated aqueous NaHCO3 solution. The reaction mixture was treated with benzoyl chloride (2.5 mL, 21.5 mmol) and the water (25 mL). The reaction mixture was stirred for 5 days. The organic phase was collected, dried (MgSO4), and filtered. The filtrate was concentrated. The residue obtained was dissolved in hot THF and diisopropylether was added until a slight cloudiness developed. The sol... Starting materials: O=S(=O)(O)c1ccc(Nc2ccnc3cc(Br)ccc23)cc1, Cl, CCN1CCCC(N)C1, O=S(=O)(Cl)Cl. The product is CCN1CCCC(NS(=O)(=O)c2ccc(Nc3ccnc4cc(Br)ccc34)cc2)C1. RXN SMILES: [Br:1][c:2]1[cH:3][cH:4][c:5]2[c:6]([NH:12][c:13]3[cH:14][cH:15][c:16]([S:19](=[O:20])(=[O:21])[OH:22])[cH:17][cH:18]3)[cH:7][cH:8][n:9][c:10]2[cH:11]1.[ClH:23].[NH2:29][CH:30]1[CH2:31][N:32]([CH2:36][CH3:37])[CH2:33][CH2:34][CH2:35]1.[S:24]([Cl:25])([Cl:26])(=[O:27])=[O:28]>>[Br:1][c:2]1[cH:3][cH:4][c:5]2[c:6]([NH:12][c:13]3[cH:14][cH:15][c:16]([S:19](=[O:21])(=[O:22])[NH:29][CH:30]4[CH2:31][N:32]([CH2:36][CH3:37])[CH2:33][CH2:34][CH2:35]4)[cH:17][cH:18]3)[cH:7][cH:8][n:9][c:10]2[cH:11]1. Reactants: CCOC(=O)CCc1ccc(OCCc2nc(-c3ccccc3)oc2C)cc1O, [Li+], C1CCOC1, [OH-]. The product is Cc1oc(-c2ccccc2)nc1CCOc1ccc(CCC(=O)O)c(O)c1. Reaction SMILES: [CH2:1]([CH3:2])[O:3][C:4]([CH2:5][CH2:6][c:7]1[c:8]([OH:28])[cH:9][c:10]([O:13][CH2:14][CH2:15][c:16]2[n:17][c:18](-[c:22]3[cH:23][cH:24][cH:25][cH:26][cH:27]3)[o:19][c:20]2[CH3:21])[cH:11][cH:12]1)=[O:29].[Li+:31].[O:32]1[CH2:33][CH2:34][CH2:35][CH2:36]1.[OH-:30]>>[O:3]=[C:4]([CH2:5][CH2:6][c:7]1[c:8]([OH:28])[cH:9][c:10]([O:13][CH2:14][CH2:15][c:16]2[n:17][c:18](-[c:22]3[cH:23][cH:24][cH:25][cH:26][cH:27]3)[o:19][c:20]2[CH3:21])[cH:11][cH:12]1)[OH:29]. Starting materials: NC=1C=C2C(=CNC2=CC1)C1CCN(CC1)C (5-amino-3-(1-methyl-piperidin-4-yl)-1H-indole), C1(=CC=CC=C1)N=C=S (phenyl isothiocyanate). The product is C1(=CC=CC=C1)NC(=S)NC=1C=C2C(=CNC2=CC1)C1CCN(CC1)C (N-phenyl-N'-(3-(1-methylpiperidin-4-yl)-1H-indol-5-yl)thiourea). The yield is 70.4%. RXN SMILES: [NH2:1][C:2]1[CH:3]=[C:4]2[C:8](=[CH:9][CH:10]=1)[NH:7][CH:6]=[C:5]2[CH:11]1[CH2:16][CH2:15][N:14]([CH3:17])[CH2:13][CH2:12]1.[C:18]1([N:24]=[C:25]=[S:26])[CH:23]=[CH:22][CH:21]=[CH:20][CH:19]=1>>[C:18]1([NH:24][C:25]([NH:1][C:2]2[CH:3]=[C:4]3[C:8](=[CH:9][CH:10]=2)[NH:7][CH:6]=[C:5]3[CH:11]2[CH2:16][CH2:15][N:14]([CH3:17])[CH2:13][CH2:12]2)=[S:26])[CH:23]=[CH:22][CH:21]=[CH:20][CH:19]=1. Procedure: Beginning with 15.0 mg (0.0655 mMol) 5-amino-3-(1-methyl-piperidin-4-yl)-1H-indole and 13.26 mg (0.098 mMol) phenyl isothiocyanate, 16.8 mg (71%) of the title compound were recovered. The reactants are BrC1=CC(=C(S1)C=O)C (5-bromo-3-methyl-thiophene-2-carbaldehyde), C1(=CC=CC=C1)B(O)O (phenylboronic acid), C(=O)([O-])[O-].[Na+].[Na+] (Na2CO3). Reagents/catalysts: C=1C=CC(=CC1)[P](C=2C=CC=CC2)(C=3C=CC=CC3)[Pd]([P](C=4C=CC=CC4)(C=5C=CC=CC5)C=6C=CC=CC6)([P](C=7C=CC=CC7)(C=8C=CC=CC8)C=9C=CC=CC9)[P](C=1C=CC=CC1)(C=1C=CC=CC1)C=1C=CC=CC1 (Pd(PPh3)4). The solvent is COCCOC (ethylene glycol dimethyl ether). The product is CC1=C(SC(=C1)C1=CC=CC=C1)C=O (3-Methyl-5-phenyl-thiophene-2-carbaldehyde). Yield: 91.2%. As a reaction SMILES: Br[C:2]1[S:6][C:5]([CH:7]=[O:8])=[C:4]([CH3:9])[CH:3]=1.[C:10]1(B(O)O)[CH:15]=[CH:14][CH:13]=[CH:12][CH:11]=1.C([O-])([O-])=O.[Na+].[Na+]>COCCOC.C1C=CC([P]([Pd]([P](C2C=CC=CC=2)(C2C=CC=CC=2)C2C=CC=CC=2)([P](C2C=CC=CC=2)(C2C=CC=CC=2)C2C=CC=CC=2)[P](C2C=CC=CC=2)(C2C=CC=CC=2)C2C=CC=CC=2)(C2C=CC=CC=2)C2C=CC=CC=2)=CC=1>[CH3:9][C:4]1[CH:3]=[C:2]([C:10]2[CH:15]=[CH:14][CH:13]=[CH:12][CH:11]=2)[S:6][C:5]=1[CH:7]=[O:8] |f:2.3.4,^1:34,36,55,74|. Reported procedure: To a solution of 5-bromo-3-methyl-thiophene-2-carbaldehyde (1.00 g, 4.88 mmol) in ethylene glycol dimethyl ether (9 ml) was added phenylboronic acid (0.773 g, 6.34 mmol), 2M Na2CO3 solution (6.3 ml) and Pd(PPh3)4 [0.282 g, 0.24 mmol). The mixture was heated for 18 hours, cooled and the solvent removed at reduced pressure to leave a brown residue which was partitioned between water (15 ml) and dichloromethane (20 ml). The organic was separated, washed with water (2×5 ml), brine (10 ml), dried (Mg...